Dataset: the Open Reaction Database (ORD), a public repository of structured organic reaction records. Task: describe an organic reaction: reactants, conditions, products, and yield Reaction conditions: time 16 hour. Reactants: BrC=1C(=C(C(=O)O)C(=CC1)C)C (3-Bromo-2,6-dimethylbenzoic acid), COC=1C=C(C=C(C1OC)OC)C (3,4,5-trimethoxytoluene), O=P12OP3(=O)OP(=O)(O1)OP(=O)(O2)O3 (P2O5), ClCCl (dichloromethane). Procedure: A mixture of 1B (1.3 g, 5.7 mmol), 3,4,5-trimethoxytoluene (1.0 g; 5.7 mmol), P2O5 (3.5 g) and dichloromethane (20 ml) is stirred at room temperature for 16 hours. Subsequently, water (5 ml) and ice are added and dichloromethane is distilled off and the residue is extracted with toluene. The organic phase is washed with water and concentrated. The residue is recrystallized from petrol ethers/toluene. The solid material is collected by vacuum filtration, washed with cold petrol ethers and dried, ... Reaction SMILES: [Br:1][C:2]1[C:3]([CH3:12])=[C:4]([C:8]([CH3:11])=[CH:9][CH:10]=1)[C:5]([OH:7])=O.[CH3:13][O:14][C:15]1[CH:16]=[C:17]([CH3:25])[CH:18]=[C:19]([O:23][CH3:24])[C:20]=1[O:21][CH3:22].O=P12OP3(OP(OP(O3)(O1)=O)(=O)O2)=O.ClCCl>O>[Br:1][C:2]1[CH:10]=[CH:9][C:8]([CH3:11])=[C:4]([C:3]=1[CH3:12])[C:5]([C:16]1[C:17]([CH3:25])=[CH:18][C:19]([O:23][CH3:24])=[C:20]([O:21][CH3:22])[C:15]=1[O:14][CH3:13])=[O:7]. The product is BrC=1C=CC(=C(C(=O)C2=C(C(=C(C=C2C)OC)OC)OC)C1C)C (5-Bromo-2,6,6′-trimethyl-2′,3′,4′-trimethoxy-benzophenone). The solvent is O (water). Starting materials: CCOC(=O)c1nnn(Cc2ccc(OC)cc2)c1Cl, [H-], Nc1ccccc1S, [Na+], C1CCOC1, O. Product: CCOC(=O)c1nnn(Cc2ccc(OC)cc2)c1Sc1ccccc1N. Reaction SMILES: [Cl:11][c:12]1[c:13]([C:26](=[O:27])[O:28][CH2:29][CH3:30])[n:14][n:15][n:16]1[CH2:17][c:18]1[cH:19][cH:20][c:21]([O:24][CH3:25])[cH:22][cH:23]1.[H-:9].[NH2:1][c:2]1[c:3]([SH:8])[cH:4][cH:5][cH:6][cH:7]1.[Na+:10].[O:31]1[CH2:32][CH2:33][CH2:34][CH2:35]1.[OH2:36]>>[NH2:1][c:2]1[c:3]([S:8][c:12]2[c:13]([C:26](=[O:27])[O:28][CH2:29][CH3:30])[n:14][n:15][n:16]2[CH2:17][c:18]2[cH:19][cH:20][c:21]([O:24][CH3:25])[cH:22][cH:23]2)[cH:4][cH:5][cH:6][cH:7]1. Starting materials: ClC1=C2C3=C(C(NC2=NC=C1)=O)C=CC=C3 (1-Chloro-5H-benzo[c][1,8]naphthyridin-6-one), ClC=1C=CC(=C(N)C1)F (5-chloro-2-fluoroaniline). The product is ClC=1C=CC(=C(C1)NC1=C2C3=C(C(NC2=NC=C1)=O)C=CC=C3)F (1-(5-Chloro-2-fluoro-phenylamino)-5H-benzo[c][1,8]naphthyridin-6-one). Isolated yield 47.9%. Reaction SMILES: Cl[C:2]1[CH:11]=[CH:10][N:9]=[C:8]2[C:3]=1[C:4]1[CH:16]=[CH:15][CH:14]=[CH:13][C:5]=1[C:6](=[O:12])[NH:7]2.[Cl:17][C:18]1[CH:19]=[CH:20][C:21]([F:25])=[C:22]([CH:24]=1)[NH2:23]>>[Cl:17][C:18]1[CH:19]=[CH:20][C:21]([F:25])=[C:22]([NH:23][C:2]2[CH:11]=[CH:10][N:9]=[C:8]3[C:3]=2[C:4]2[CH:16]=[CH:15][CH:14]=[CH:13][C:5]=2[C:6](=[O:12])[NH:7]3)[CH:24]=1. Procedure details: The title compound was synthesized according to the procedure described for the preparation of Example 188 using Compound 83 (100 mg, 0.43 mmol) and 5-chloro-2-fluoroaniline (82 mg, 0.56 mmol) to provide 205 (70 mg, 48% yield) as a white solid. LC-MS (M+H=340, obsd.=340).